This data is from the Open Reaction Database (ORD), a public repository of structured organic reaction records. The task is: describe an organic reaction: reactants, conditions, products, and yield The reactants are CCOC(=O)NN, CC(C)(C)c1nc(C=O)c[nH]1, CCO. The product is CCOC(=O)NN=Cc1c[nH]c(C(C)(C)C)n1. Reaction SMILES: [C:12]([NH:13][NH2:14])(=[O:15])[O:16][CH2:17][CH3:18].[C:1]([CH3:2])([CH3:3])([CH3:4])[c:5]1[nH:6][cH:7][c:8]([CH:10]=[O:11])[n:9]1.[CH3:19][CH2:20][OH:21]>>[C:1]([CH3:2])([CH3:3])([CH3:4])[c:5]1[nH:6][cH:7][c:8]([CH:10]=[N:14][NH:13][C:12](=[O:15])[O:16][CH2:17][CH3:18])[n:9]1. Starting materials: C(#N)CSC1C2=C(OCC3=C1C=CC=C3)C=CC(=C2)OCC2=NC3=CC=CC=C3C=C2 (11-Cyanomethylthio-2-(quinolin-2-yl)methoxy-6,11-dihydrodibenz[b,e]oxepine), [Cl-].[NH4+] (ammonium chloride), [N-]=[N+]=[N-].[Na+] (sodium azide). The product is N1=C(C=CC2=CC=CC=C12)COC1=CC2=C(OCC3=C(C2SCC2=NN=NN2)C=CC=C3)C=C1 (2-(Quinolin-2-yl)methoxy-11-(tetrazol-5-yl)methylthio-6,11-dihydrodibenz[b,e]oxepine). Reaction SMILES: [C:1]([CH2:3][S:4][CH:5]1[C:11]2[CH:12]=[CH:13][CH:14]=[CH:15][C:10]=2[CH2:9][O:8][C:7]2[CH:16]=[CH:17][C:18]([O:20][CH2:21][C:22]3[CH:31]=[CH:30][C:29]4[C:24](=[CH:25][CH:26]=[CH:27][CH:28]=4)[N:23]=3)=[CH:19][C:6]1=2)#[N:2].[Cl-].[NH4+].[N-:34]=[N+:35]=[N-:36].[Na+]>>[N:23]1[C:24]2[C:29](=[CH:28][CH:27]=[CH:26][CH:25]=2)[CH:30]=[CH:31][C:22]=1[CH2:21][O:20][C:18]1[CH:17]=[CH:16][C:7]2[O:8][CH2:9][C:10]3[CH:15]=[CH:14][CH:13]=[CH:12][C:11]=3[CH:5]([S:4][CH2:3][C:1]3[NH:36][N:35]=[N:34][N:2]=3)[C:6]=2[CH:19]=1 |f:1.2,3.4|. Procedure details: 11-Cyanomethylthio-2-(quinolin-2-yl)methoxy-6,11-dihydrodibenz[b,e]oxepine, ammonium chloride and sodium azide were used and reacted in the same manner as in Example 32 to obtain the title compound.